The task is: describe an organic reaction: reactants, conditions, products, and yield. This data is from the Open Reaction Database (ORD), a public repository of structured organic reaction records. Reactants: CC(C)(C)OC(=O)CBr, Cc1cc(C)c2oc(=O)[nH]c2c1, [H-], [Na+], CN(C)C=O. Product: Cc1cc(C)c2oc(=O)n(CC(=O)OC(C)(C)C)c2c1. RXN SMILES: [Br:15][CH2:16][C:17](=[O:18])[O:19][C:20]([CH3:21])([CH3:22])[CH3:23].[CH3:1][c:2]1[cH:3][c:4]([CH3:12])[c:5]2[c:6]([nH:7][c:8](=[O:10])[o:9]2)[cH:11]1.[H-:13].[Na+:14].[O:24]=[CH:25][N:26]([CH3:27])[CH3:28]>>[CH3:1][c:2]1[cH:3][c:4]([CH3:12])[c:5]2[c:6]([n:7]([CH2:16][C:17](=[O:18])[O:19][C:20]([CH3:21])([CH3:22])[CH3:23])[c:8](=[O:10])[o:9]2)[cH:11]1.